This data is from the Open Reaction Database (ORD), a public repository of structured organic reaction records. The task is: describe an organic reaction: reactants, conditions, products, and yield The reactants are [C-]#N, [C-]#N, CN(C)C=O, CCOC(C)=O, Clc1ccc(Cl)nc1, Cl[Pd]Cl, ClCCl, [Zn+2], [Zn]. Product: N#Cc1ccc(Cl)cn1. As a reaction SMILES: [C-:23]#[N:24].[C-:26]#[N:27].[CH3:12][N:13]([CH3:14])[CH:15]=[O:16].[CH3:17][CH2:18][O:19][C:20](=[O:21])[CH3:22].[Cl:1][c:2]1[n:3][cH:4][c:5]([Cl:8])[cH:6][cH:7]1.[Cl:29][Pd:30][Cl:31].[Cl:9][CH2:10][Cl:11].[Zn+2:25].[Zn:28]>>[c:2]1([C:12]#[N:13])[n:3][cH:4][c:5]([Cl:8])[cH:6][cH:7]1. Starting materials: COc1cc(N2CCN(Cc3ccccc3)CC2C)ccc1Cl, CC(Cl)OC(=O)Cl, ClCCCl. Product: COc1cc(N2CCNCC2C)ccc1Cl. As a reaction SMILES: [CH2:1]([c:2]1[cH:3][cH:4][cH:5][cH:6][cH:7]1)[N:8]1[CH2:9][CH:10]([CH3:23])[N:11]([c:14]2[cH:15][c:16]([O:21][CH3:22])[c:17]([Cl:20])[cH:18][cH:19]2)[CH2:12][CH2:13]1.[Cl:24][CH:25]([O:26][C:27]([Cl:28])=[O:29])[CH3:30].[Cl:31][CH2:32][CH2:33][Cl:34]>>[NH:8]1[CH2:9][CH:10]([CH3:23])[N:11]([c:14]2[cH:15][c:16]([O:21][CH3:22])[c:17]([Cl:20])[cH:18][cH:19]2)[CH2:12][CH2:13]1. Starting materials: [Al+3], C1CCOC1, COC(=O)c1cnc2c(c1)NC(=O)C(C)N2C(C)C, [H-], [H-], [H-], [H-], [H-], [Li+], [Na+]. The product is CC(C)N1c2ncc(CO)cc2NC(=O)C1C. As a reaction SMILES: [Al+3:23].[CH2:28]1[O:29][CH2:30][CH2:31][CH2:32]1.[CH:1]([CH3:2])([CH3:3])[N:4]1[c:5]2[c:6]([cH:12][c:13]([C:16](=[O:17])[O:18][CH3:19])[cH:14][n:15]2)[NH:7][C:8](=[O:11])[CH:9]1[CH3:10].[H-:20].[H-:22].[H-:25].[H-:26].[H-:27].[Li+:24].[Na+:21]>>[CH:1]([CH3:2])([CH3:3])[N:4]1[c:5]2[c:6]([cH:12][c:13]([CH2:16][OH:17])[cH:14][n:15]2)[NH:7][C:8](=[O:11])[CH:9]1[CH3:10]. Starting materials: [C-]#N (cyanide), BrC=1C(=CN=C2C=CC(=NC12)OC)Cl (8-bromo-7-chloro-2-methoxy-[1,5]naphthyridine), [Cl-].[NH4+] (ammonium chloride). Solvent: CN(C=O)C (N,N-dimethylformamide). Run at temperature 130 celsius, time 8 hour. Yields the product ClC=1C=NC2=CC=C(N=C2C1C#N)OC (3-chloro-6-methoxy-[1,5]naphthyridine-4-carbonitrile). Isolated yield 60.9%. As a reaction SMILES: [C-:1]#[N:2].Br[C:4]1[C:5]([Cl:16])=[CH:6][N:7]=[C:8]2[C:13]=1[N:12]=[C:11]([O:14][CH3:15])[CH:10]=[CH:9]2.[Cl-].[NH4+]>CN(C)C=O>[Cl:16][C:5]1[CH:6]=[N:7][C:8]2[C:13]([C:4]=1[C:1]#[N:2])=[N:12][C:11]([O:14][CH3:15])=[CH:10][CH:9]=2 |f:2.3|. Procedure: CoppeeI cyanide (39.3 g, 0.44 mol, 1.2 eq) is added at room temperature to a stirred solution of 8-bromo-7-chloro-2-methoxy-[1,5]naphthyridine (100 g, 0.37 mol, 1.0 eq) in N,N-dimethylformamide (1.5 L). After 8 hours stirring at 130° C., the reaction mixture is cooled down to room temperature and treated with a saturated ammonium chloride aqueous solution (1.5 L). The aqueous layer is separated and extracted with ethyl acetate (2×1.5 L). The combined organic layers are dried over sodium sulfate,... Reactants: C(C)(=O)OC(C)=O (acetic anhydride), N1=CC=CC=C1 (pyridine), C(C=C)OC1=C(N)C=CC(=C1)OC (2-allyloxy-4-methoxyaniline), raw material, Cl (HCl). The reagents and catalysts are CN(C1=CC=NC=C1)C (4-(dimethylamino)pyridine). Solvent: C(C)(=O)OCC (ethyl acetate). The product is C(C=C)OC1=C(NC(C)=O)C=CC(=C1)OC (2′-Allyloxy-4′-methoxyacetanilide). Reaction SMILES: [C:1](OC(=O)C)(=[O:3])[CH3:2].N1C=CC=CC=1.[CH2:14]([O:17][C:18]1[CH:24]=[C:23]([O:25][CH3:26])[CH:22]=[CH:21][C:19]=1[NH2:20])[CH:15]=[CH2:16].Cl>CN(C)C1C=CN=CC=1.C(OCC)(=O)C>[CH2:14]([O:17][C:18]1[CH:24]=[C:23]([O:25][CH3:26])[CH:22]=[CH:21][C:19]=1[NH:20][C:1](=[O:3])[CH3:2])[CH:15]=[CH2:16]. Reported procedure: 3 mg of 4-(dimethylamino)pyridine and 1 ml of acetic anhydride were successively added to 2 ml of pyridine containing 1.09 g of 2-allyloxy-4-methoxyaniline, and the reaction solution was then stirred at room temperature. After the disappearance of the raw material had been confirmed, 5 N HCl and ethyl acetate were added to the reaction solution, so as to separate an organic layer. The obtained organic layer was washed with a saturated sodium chloride solution and then dried over anhydrous magnes... The reactants are CN([SiH](C)C)[Si](C)(C)C, C[Si](C)(C)Cl, CC#N, Oc1c(F)c(F)cc(F)c1F. Product: C[Si](C)(C)Oc1c(F)c(F)cc(F)c1F. Reaction SMILES: [CH3:12][SiH:13]([CH3:14])[N:19]([Si:15]([CH3:16])([CH3:17])[CH3:18])[CH3:20].[CH3:21][Si:22]([CH3:23])([CH3:24])[Cl:25].[CH3:26][C:27]#[N:28].[F:1][c:2]1[c:3]([OH:11])[c:4]([F:10])[c:5]([F:9])[cH:6][c:7]1[F:8]>>[F:1][c:2]1[c:3]([O:11][Si:15]([CH3:16])([CH3:17])[CH3:18])[c:4]([F:10])[c:5]([F:9])[cH:6][c:7]1[F:8]. The reactants are CCOC(=O)C1CN(Cc2ccccc2)CCN1Cc1ccccc1, CC(C)C[AlH]CC(C)C, Cc1ccccc1, [Na+], [OH-]. Yields the product O=CC1CN(Cc2ccccc2)CCN1Cc1ccccc1. As a reaction SMILES: [CH2:1]([c:2]1[cH:3][cH:4][cH:5][cH:6][cH:7]1)[N:8]1[CH:9]([C:21](=[O:22])[O:23][CH2:24][CH3:25])[CH2:10][N:11]([CH2:14][c:15]2[cH:16][cH:17][cH:18][cH:19][cH:20]2)[CH2:12][CH2:13]1.[CH3:26][CH:27]([CH2:28][AlH:29][CH2:30][CH:31]([CH3:32])[CH3:33])[CH3:34].[CH3:37][c:38]1[cH:39][cH:40][cH:41][cH:42][cH:43]1.[Na+:36].[OH-:35]>>[CH2:1]([c:2]1[cH:3][cH:4][cH:5][cH:6][cH:7]1)[N:8]1[CH:9]([CH:21]=[O:22])[CH2:10][N:11]([CH2:14][c:15]2[cH:16][cH:17][cH:18][cH:19][cH:20]2)[CH2:12][CH2:13]1.